From a dataset of the Open Reaction Database (ORD), a public repository of structured organic reaction records. describe an organic reaction: reactants, conditions, products, and yield Starting materials: FC1=C(C=C(C=C1)N=[N+]=[N-])[N+](=O)[O-] (4-fluoro-3-nitrophenyl azide), NCCCN(CCCN)C (N-(3-aminopropyl)-N-methyl-1,3-propanediamine). Solvent: CCOCC (ether), CCOCC (ether). Run at time 30 minute. The product is NCCCN(CCCNC1=C(C=C(C=C1)N=[N+]=[N-])[N+](=O)[O-])C (N-(3-aminopropyl)-N'-(4-azido-2-nitrophenyl)-N-methyl- 1,3-propanediamine). As a reaction SMILES: F[C:2]1[CH:7]=[CH:6][C:5]([N:8]=[N+:9]=[N-:10])=[CH:4][C:3]=1[N+:11]([O-:13])=[O:12].[NH2:14][CH2:15][CH2:16][CH2:17][N:18]([CH3:23])[CH2:19][CH2:20][CH2:21][NH2:22]>CCOCC>[NH2:14][CH2:15][CH2:16][CH2:17][N:18]([CH3:23])[CH2:19][CH2:20][CH2:21][NH:22][C:2]1[CH:7]=[CH:6][C:5]([N:8]=[N+:9]=[N-:10])=[CH:4][C:3]=1[N+:11]([O-:13])=[O:12]. Procedure: The reaction was carried out in the dark. A solution of 4-fluoro-3-nitrophenyl azide (0.91 g, 5.0 mmol, Sigma) in 10 ml dry ether was added dropwise with stirring to a solution of 3.2 ml of N-(3-aminopropyl)-N-methyl-1,3-propanediamine (10 mmol, Aldrich) in 20 ml dry ether and the mixture was stirred for 30 min. The reaction was monitored using TLC (alumina, elution with methanol). The solvent was removed and the red oil was dissolved in 25 ml water, 25 ml 1.0M NaOH and then extracted into ethyl... Starting materials: COC(OC)N(C)C, CO, NC(=O)c1cc(-c2c[nH]nc2-c2ccc(F)cc2)ccn1. The product is COC(=O)c1cc(-c2c[nH]nc2-c2ccc(F)cc2)ccn1. Reaction SMILES: [CH3:22][O:23][CH:24]([N:25]([CH3:26])[CH3:27])[O:28][CH3:29].[CH3:30][OH:31].[F:1][c:2]1[cH:3][cH:4][c:5](-[c:8]2[n:9][nH:10][cH:11][c:12]2-[c:13]2[cH:14][c:15]([C:19]([NH2:20])=[O:21])[n:16][cH:17][cH:18]2)[cH:6][cH:7]1>>[F:1][c:2]1[cH:3][cH:4][c:5](-[c:8]2[n:9][nH:10][cH:11][c:12]2-[c:13]2[cH:14][c:15]([C:24](=[O:23])[O:28][CH3:29])[n:16][cH:17][cH:18]2)[cH:6][cH:7]1. The reactants are BrC=1C=C(C=O)C=C(C1OCC1=CC(=CC=C1)OC)O (3-bromo-5-hydroxy-4-(3-methoxy-benzyloxy)-benzaldehyde), C/C(=C\C#N)/N (3-aminocrotonitrile), C(CC)C1CC(CC(C1)=O)=O (5-propylcyclohexane-1,3-dione). Run in C(C)O (ethanol). Conditions: temperature 80 celsius. Product: BrC=1C=C(C=C(C1OCC1=CC(=CC=C1)OC)O)C1C(=C(NC=2CC(CC(C12)=O)CCC)C)C#N (4-[3-Bromo-5-hydroxy-4-(3-methoxy-benzyloxy)-phenyl]-2-methyl-5-oxo-7-propyl-1,4,5,6,7,8-hexahydro-quinoline-3-carbonitrile). Reaction SMILES: [Br:1][C:2]1[CH:3]=[C:4]([CH:7]=[C:8]([OH:20])[C:9]=1[O:10][CH2:11][C:12]1[CH:17]=[CH:16][CH:15]=[C:14]([O:18][CH3:19])[CH:13]=1)[CH:5]=O.[CH3:21]/[C:22](/[NH2:26])=[CH:23]\[C:24]#[N:25].[CH2:27]([CH:30]1[CH2:35][C:34](=[O:36])[CH2:33][C:32](=O)[CH2:31]1)[CH2:28][CH3:29]>C(O)C>[Br:1][C:2]1[CH:3]=[C:4]([CH:5]2[C:33]3[C:34](=[O:36])[CH2:35][CH:30]([CH2:27][CH2:28][CH3:29])[CH2:31][C:32]=3[NH:26][C:22]([CH3:21])=[C:23]2[C:24]#[N:25])[CH:7]=[C:8]([OH:20])[C:9]=1[O:10][CH2:11][C:12]1[CH:17]=[CH:16][CH:15]=[C:14]([O:18][CH3:19])[CH:13]=1. Procedure: A mixture of 3-bromo-5-hydroxy-4-(3-methoxy-benzyloxy)-benzaldehyde (1.43 g), 3-aminocrotonitrile (350 mg) and 5-propylcyclohexane-1,3-dione (654 mg) in ethanol (100 ml) was heated at 80° C. for 17 h. The mixture was concentrated in vacuo and then purified by chromatography on silicagel in heptane/ethyl acetate 1/0→0/1 (v/v) as eluent. The reactants are CC(C)(C)OC(=O)NCCN1CC2CNCC(C1)O2, Cc1cc(C)c(S(=O)(=O)O)c(C)c1, [Na+], [Na+], O=C([O-])[O-], N#Cc1ccc(OCC2CO2)cc1. Product: CC(C)(C)OC(=O)NCCN1CC2CN(CC(O)COc3ccc(C#N)cc3)CC(C1)O2. As a reaction SMILES: [C:14]([CH3:15])([CH3:16])([CH3:17])[O:18][C:19]([NH:20][CH2:21][CH2:22][N:23]1[CH2:24][CH:25]2[CH2:26][NH:27][CH2:28][CH:29]([CH2:30]1)[O:31]2)=[O:32].[CH3:33][c:34]1[cH:35][c:36]([CH3:37])[cH:38][c:39]([CH3:40])[c:41]1[S:42]([OH:43])(=[O:44])=[O:45].[Na+:46].[Na+:47].[O-:48][C:49](=[O:50])[O-:51].[O:1]1[CH:2]([CH2:4][O:5][c:6]2[cH:7][cH:8][c:9]([C:10]#[N:11])[cH:12][cH:13]2)[CH2:3]1>>[OH:1][CH:2]([CH2:3][N:27]1[CH2:26][CH:25]2[CH2:24][N:23]([CH2:22][CH2:21][NH:20][C:19]([O:18][C:14]([CH3:15])([CH3:16])[CH3:17])=[O:32])[CH2:30][CH:29]([CH2:28]1)[O:31]2)[CH2:4][O:5][c:6]1[cH:7][cH:8][c:9]([C:10]#[N:11])[cH:12][cH:13]1.